The task is: describe an organic reaction: reactants, conditions, products, and yield. This data is from the Open Reaction Database (ORD), a public repository of structured organic reaction records. Starting materials: ClC1=C(N)C=C(C(=C1Cl)F)F (2,3-dichloro-4,5-difluoroaniline), F[B-](F)(F)F.[H+] (fluoroboric acid), N(=O)[O-].[Na+] (sodium nitrite). The solvent is O (water). The product is F[B-](F)(F)F.ClC1=C(C=C(C(=C1Cl)F)F)[N+]#N (2,3-Dichloro-4,5-difluorobenzenediazonium tetrafluoroborate). Reaction SMILES: [Cl:1][C:2]1[C:8]([Cl:9])=[C:7]([F:10])[C:6]([F:11])=[CH:5][C:3]=1[NH2:4].[N:12]([O-])=O.[Na+].[F:16][B-:17]([F:20])([F:19])[F:18].[H+]>O>[F:16][B-:17]([F:20])([F:19])[F:18].[Cl:1][C:2]1[C:8]([Cl:9])=[C:7]([F:10])[C:6]([F:11])=[CH:5][C:3]=1[N+:4]#[N:12] |f:1.2,3.4,6.7|. Procedure: To a suspension of 2,3-dichloro-4,5-difluoroaniline (0.88 g) in 42% fluoroboric acid (10 ml) with stirring vigorously was added sodium nitrite (0.43 g) in water (1 ml) at -15° to 0° C. for 14 minutes. After stirred for 3 hours at the same temperature, the resulting precipitate was collected by filtration, washed with 42% fluoroboric acid and then with ether to give the title compound (0.66 g) as white powdery crystals, mp 211° C.-(decompd.). The reactants are COC1=CC=C(CN(C2=NC=CC=C2)CCN(CCCCN)C)C=C1 (N-[2-[N-(4-methoxybenzyl)-N-(2-pyridyl)amino]ethyl]-N-methyl-1,4-butanediamine), C(=O)(N1C=NC=C1)N1C=NC=C1 (1,1'-carbonyldiimidazole), N(C(=N)N)C=1SC=C(N1)CSCCN (2-[[(2-guanidino-4-thiazolyl)methyl]thio]ethaneamine). The product is N(C(=N)N)C=1SC=C(N1)CSCCNC(=O)NCCCCN(C)CCN(C1=NC=CC=C1)CC1=CC=C(C=C1)OC (N-[2-[[(2-guanidino-4-thiazolyl)methyl]thio]ethyl]-N'-[4-[N-[2-[N-(4-methoxybenzyl)-N-(2-pyridyl)amino]ethyl]-N-methylamino]butyl]urea). As a reaction SMILES: [CH3:1][O:2][C:3]1[CH:25]=[CH:24][C:6]([CH2:7][N:8]([CH2:15][CH2:16][N:17]([CH3:23])[CH2:18][CH2:19][CH2:20][CH2:21][NH2:22])[C:9]2[CH:14]=[CH:13][CH:12]=[CH:11][N:10]=2)=[CH:5][CH:4]=1.[C:26](N1C=CN=C1)(N1C=CN=C1)=[O:27].[NH:38]([C:42]1[S:43][CH:44]=[C:45]([CH2:47][S:48][CH2:49][CH2:50][NH2:51])[N:46]=1)[C:39]([NH2:41])=[NH:40]>>[NH:38]([C:42]1[S:43][CH:44]=[C:45]([CH2:47][S:48][CH2:49][CH2:50][NH:51][C:26]([NH:22][CH2:21][CH2:20][CH2:19][CH2:18][N:17]([CH2:16][CH2:15][N:8]([CH2:7][C:6]2[CH:24]=[CH:25][C:3]([O:2][CH3:1])=[CH:4][CH:5]=2)[C:9]2[CH:14]=[CH:13][CH:12]=[CH:11][N:10]=2)[CH3:23])=[O:27])[N:46]=1)[C:39]([NH2:41])=[NH:40]. Procedure: Preparation is effected analogously to Example 63, using 0.54 g (1.58 mmol) of N-[2-[N-(4-methoxybenzyl)-N-(2-pyridyl)amino]ethyl]-N-methyl-1,4-butanediamine and the equimolar amounts of 1,1'-carbonyldiimidazole and 2-[[(2-guanidino-4-thiazolyl)methyl]thio]ethaneamine as starting materials. Working up by chromatography analogously to Example 63 yields the purified title compound in the form of a viscous oil; MS (+FAB method): m/z (rel. int. [%])=600 ([M+H]+, 1), 121 (100); IR (KBr): 1599 cm-1 (C... Isolated yield 80.8%. Reported procedure: Compound 2 (2.0 g, 9.00 mmol) was dissolved in CH2Cl2 (10 mL) cooled to −15° C., NMM (1.12 mL, 10.2 mmol) and IBCF (1.26 mL, 1.15 mmol) were added and stirred at 0° C. for 20 minutes. A mixture of (S)-methyl 2-amino-3-hydroxypropanoate (1.59 g, 10.2 mmol) and NMM (1.12 mL) in DMF (3 mL) were added drop wise at −15° C. and the resultant reaction mixture was stirred at RT for 1 h. It was diluted with DCM (200 mL), water (50 mL) and washed with 2N HCl (20 mL) and brine (2×50 mL). The separated orga... RXN SMILES: [C:1]([O:5][C:6]([N:8]1[CH2:12][CH2:11][CH2:10][C@H:9]1[C:13]([OH:15])=O)=[O:7])([CH3:4])([CH3:3])[CH3:2].CN1CCOCC1.[NH2:23][C@@H:24]([CH2:29][OH:30])[C:25]([O:27][CH3:28])=[O:26]>C(Cl)Cl.CN(C=O)C.O>[OH:30][CH2:29][C@H:24]([NH:23][C:13]([C@@H:9]1[CH2:10][CH2:11][CH2:12][N:8]1[C:6]([O:5][C:1]([CH3:2])([CH3:3])[CH3:4])=[O:7])=[O:15])[C:25]([O:27][CH3:28])=[O:26]. Reactants: C(C)(C)(C)OC(=O)N1[C@@H](CCC1)C(=O)O ((S)-1-(tert-butoxycarbonyl)-pyrrolidine-2-carboxylic acid), N[C@H](C(=O)OC)CO ((S)-methyl 2-amino-3-hydroxypropanoate), CN1CCOCC1 (NMM), CN1CCOCC1 (NMM). The solvent is C(Cl)Cl (DCM), O (water), C(Cl)Cl (CH2Cl2), CN(C)C=O (DMF). Reaction conditions: temperature -15 celsius, time 20 minute. The product is OC[C@@H](C(=O)OC)NC(=O)[C@H]1N(CCC1)C(=O)OC(C)(C)C ((S)-tert-butyl 2-((S)-3-hydroxy-1-methoxy-1-oxopropan-2-ylcarbamoyl)-pyrrolidine-1-carboxylate). Reactants: ClC=1N=NC(=CC1)OCC=1N(N=NC1C1=NC=CC=C1)C (3-chloro-6-(3-methyl-5-pyridin-2-yl-3H-[1,2,3]triazol-4-ylmethoxy)-pyridazine), C(C)O (ethanol), C([O-])([O-])=O.[Na+].[Na+] (sodium carbonate). The reagents and catalysts are C1(=CC=CC=C1)P([C-]1C=CC=C1)C1=CC=CC=C1.[C-]1(C=CC=C1)P(C1=CC=CC=C1)C1=CC=CC=C1.[Fe+2] (1,1′-bis(diphenylphosphino) ferrocene), C(C)(=O)[O-].[Pd+2].C(C)(=O)[O-] (palladium(II) acetate). Reaction conditions: temperature 50 celsius. Product: C(C)OC(=O)C=1N=NC(=CC1)OCC=1N(N=NC1C1=NC=CC=C1)C (6-(3-Methyl-5-pyridin-2-yl-3H-[1,2,3]triazol-4-ylmethoxy)-pyridazine-3-carboxylic acid ethyl ester). Isolated yield 84.0%. RXN SMILES: Cl[C:2]1[N:3]=[N:4][C:5]([O:8][CH2:9][C:10]2[N:11]([CH3:21])[N:12]=[N:13][C:14]=2[C:15]2[CH:20]=[CH:19][CH:18]=[CH:17][N:16]=2)=[CH:6][CH:7]=1.[C:22](=[O:25])([O-])[O-:23].[Na+].[Na+].[CH2:28](O)[CH3:29]>C1(P(C2C=CC=CC=2)[C-]2C=CC=C2)C=CC=CC=1.[C-]1(P(C2C=CC=CC=2)C2C=CC=CC=2)C=CC=C1.[Fe+2].C([O-])(=O)C.[Pd+2].C([O-])(=O)C>[CH2:28]([O:23][C:22]([C:2]1[N:3]=[N:4][C:5]([O:8][CH2:9][C:10]2[N:11]([CH3:21])[N:12]=[N:13][C:14]=2[C:15]2[CH:20]=[CH:19][CH:18]=[CH:17][N:16]=2)=[CH:6][CH:7]=1)=[O:25])[CH3:29] |f:1.2.3,5.6.7,8.9.10|. Procedure details: To a suspension of 3-chloro-6-(3-methyl-5-pyridin-2-yl-3H-[1,2,3]triazol-4-ylmethoxy)-pyridazine (620 mg, 2.05 mmol) in ethanol (10 mL) was added sodium carbonate (220 mg, 2.05 mmol) followed by 1,1′-bis(diphenylphosphino) ferrocene (115 mg, 0.21 mmol) and palladium(II) acetate (46 mg, 0.21 mmol). The reaction flask was filled with Ar three times after a short evacuation. The fourth time the flask was flushed with CO-gas (balloon). The mixture was stirred under CO atmosphere at 50° C. over night...